Dataset: the Open Reaction Database (ORD), a public repository of structured organic reaction records. Task: describe an organic reaction: reactants, conditions, products, and yield Starting materials: C1(CC1)C(=O)N1CCN(CC1)C1=CC=C(C(=O)O)C=C1 (4-(4-cyclopropanecarbonyl-piperazin-1-yl)-benzoic acid), CCN=C=NCCCN(C)C.Cl (N-(3-dimethylaminopropyl)-N-ethylcarbodiimide hydrochloride), ON1N=NC2=C1N=CC=C2 (1-hydroxy-7-azabenzotriazole), ClCCl (dichloromethane), BrC1=CC=C(N)C=C1 (p-bromoaniline), C(C)(C)N(C(C)C)CC (N,N-diisopropylethylamine). Run at time 2 day. The product is BrC1=CC=C(C=C1)NC(C1=CC=C(C=C1)N1CCN(CC1)C(=O)C1CC1)=O (N-(4-Bromo-phenyl)-4-(4-cyclopropanecarbonyl-piperazin-1-yl)-benzamide). Reaction SMILES: [CH:1]1([C:4]([N:6]2[CH2:11][CH2:10][N:9]([C:12]3[CH:20]=[CH:19][C:15]([C:16](O)=[O:17])=[CH:14][CH:13]=3)[CH2:8][CH2:7]2)=[O:5])[CH2:3][CH2:2]1.CCN=C=NCCCN(C)C.Cl.ON1C2N=CC=CC=2N=N1.ClCCl.[Br:46][C:47]1[CH:53]=[CH:52][C:50]([NH2:51])=[CH:49][CH:48]=1.C(N(CC)C(C)C)(C)C>>[Br:46][C:47]1[CH:53]=[CH:52][C:50]([NH:51][C:16](=[O:17])[C:15]2[CH:14]=[CH:13][C:12]([N:9]3[CH2:10][CH2:11][N:6]([C:4]([CH:1]4[CH2:2][CH2:3]4)=[O:5])[CH2:7][CH2:8]3)=[CH:20][CH:19]=2)=[CH:49][CH:48]=1 |f:1.2|. Reported procedure: A solution of 4-(4-cyclopropanecarbonyl-piperazin-1-yl)-benzoic acid (1.0 g, 3.6 mmol) and N-(3-dimethylaminopropyl)-N-ethylcarbodiimide hydrochloride (0.70 g, 3.6 mmol) and 1-hydroxy-7-azabenzotriazole (0.50 g, 3.6 mmol) in dichloromethane (39 mL, 610 mmol) was stirred for 20 min at room temperature and then p-bromoaniline (0.52 g, 3.0 mmol) and N,N-diisopropylethylamine (2.6 mL, 15 mmol) were added and the reaction mixture was stirred for 2 days. The reaction mixture was filtered; the filtrate... Product: CCOC(=O)C1=CNC(C(=O)N2CCCCC2)Cc2c1[nH]c1ccccc21. Reactants: O=C(n1ccnc1)n1ccnc1, CCOC(=O)C1=CNC(C(=O)O)Cc2c1[nH]c1ccccc21, C1CCNCC1, ClCCl. RXN SMILES: [C:23]([n:24]1[cH:25][cH:26][n:27][cH:28]1)([n:29]1[cH:30][cH:31][n:32][cH:33]1)=[O:34].[CH2:1]([CH3:2])[O:3][C:4](=[O:5])[C:6]1=[CH:7][NH:8][CH:9]([C:20](=[O:21])[OH:22])[CH2:10][c:11]2[c:12]1[nH:13][c:14]1[cH:15][cH:16][cH:17][cH:18][c:19]21.[CH2:35]1[CH2:36][CH2:37][NH:38][CH2:39][CH2:40]1.[Cl:41][CH2:42][Cl:43]>>[CH2:1]([CH3:2])[O:3][C:4](=[O:5])[C:6]1=[CH:7][NH:8][CH:9]([C:20](=[O:21])[N:38]2[CH2:37][CH2:36][CH2:35][CH2:40][CH2:39]2)[CH2:10][c:11]2[c:12]1[nH:13][c:14]1[cH:15][cH:16][cH:17][cH:18][c:19]21. Reactants: ClC1=CC(=C2C(=N1)C=CN2C(=O)OC(C)(C)C)C (tert-butyl 5-chloro-7-methyl-1H-pyrrolo[3,2-b]pyridine-1-carboxylate). Reagents/catalysts: [Pt](=O)=O (platinum(IV) oxide). Run at time 5 day. Product: CC1C2C(NCC1)CCN2C(=O)OC(C)(C)C (tert-butyl 7-methyloctahydro-1H-pyrrolo[3,2-b]pyridine-1-carboxylate). RXN SMILES: Cl[C:2]1[N:7]=[C:6]2[CH:8]=[CH:9][N:10]([C:11]([O:13][C:14]([CH3:17])([CH3:16])[CH3:15])=[O:12])[C:5]2=[C:4]([CH3:18])[CH:3]=1>[Pt](=O)=O>[CH3:18][CH:4]1[CH2:3][CH2:2][NH:7][CH:6]2[CH2:8][CH2:9][N:10]([C:11]([O:13][C:14]([CH3:15])([CH3:17])[CH3:16])=[O:12])[CH:5]12. Procedure details: To the product of Step 1 (361 mg, 1.35 mmol) was added platinum(IV) oxide (310 mg, 1.37 mmol) in a Parr pressure flask. The flask was purged with nitrogen by successive evacuation/nitrogen backfills and then acetic acid (15 mL) was added. The reaction mixture was placed under hydrogen atmosphere by successive evacuation/hydrogen backfills and the reaction was shaken at 40 psi for 5 days. The reaction was then filtered through Celite and washed with AcOH and concentrated in vacuo to afford a crud... The reactants are O=C(Cl)c1ccccc1, CC(=O)[O-], CC(=O)[O-], C=Cc1ccccc1, CCCCN(CCCC)CCCC, Cc1ccc(C)cc1, [Pd+2]. Product: C(=Cc1ccccc1)c1ccccc1. As a reaction SMILES: [C:1]([c:2]1[cH:3][cH:4][cH:5][cH:6][cH:7]1)([Cl:8])=[O:9].[C:31]([O-:32])(=[O:33])[CH3:34].[C:36]([O-:37])(=[O:38])[CH3:39].[CH2:10]=[CH:11][c:12]1[cH:13][cH:14][cH:15][cH:16][cH:17]1.[CH2:18]([N:19]([CH2:20][CH2:21][CH2:22][CH3:23])[CH2:24][CH2:25][CH2:26][CH3:27])[CH2:28][CH2:29][CH3:30].[CH3:40][c:41]1[cH:42][cH:43][c:44]([CH3:45])[cH:46][cH:47]1.[Pd+2:35]>>[CH:1]([c:2]1[cH:3][cH:4][cH:5][cH:6][cH:7]1)=[CH:11][c:12]1[cH:13][cH:14][cH:15][cH:16][cH:17]1. Reactants: FC1=CC=C(C=C1)N(C(=O)C1=CC2=C(N(C(=N2)CNC2=CC=C(C=C2)C#N)C)C=C1)CCC(=O)OCC (1-methyl-2-[N-(4-cyanophenyl)aminomethyl]benzimidazol-5-yl-carboxylic acid-N-(4-fluorophenyl)-N-(2-ethoxycarbonylethyl)amide), Cl (hydrochloric acid), C(C)O (ethanol), C([O-])([O-])=O.[NH4+].[NH4+] (ammonium carbonate), C28H29FN6O3. Run in ClCCl.CO (dichloromethane methanol). Yields the product Cl.FC1=CC=C(C=C1)N(C(=O)C1=CC2=C(N(C(=N2)CNC2=CC=C(C=C2)C(N)=N)C)C=C1)CCC(=O)OCC (1-Methyl-2-[N-(4-amidinophenyl)aminomethyl]benzimidazol-5-yl-carboxylic acid-N-(4-fluorophenyl)-N-(2-ethoxycarbonylethyl)amide hydrochloride). Isolated yield 90.0%. RXN SMILES: [F:1][C:2]1[CH:7]=[CH:6][C:5]([N:8]([CH2:31][CH2:32][C:33]([O:35][CH2:36][CH3:37])=[O:34])[C:9]([C:11]2[CH:30]=[CH:29][C:14]3[N:15]([CH3:28])[C:16]([CH2:18][NH:19][C:20]4[CH:25]=[CH:24][C:23]([C:26]#[N:27])=[CH:22][CH:21]=4)=[N:17][C:13]=3[CH:12]=2)=[O:10])=[CH:4][CH:3]=1.[ClH:38].C(O)C.C(=O)([O-])[O-].[NH4+:46].[NH4+]>ClCCl.CO>[ClH:38].[F:1][C:2]1[CH:3]=[CH:4][C:5]([N:8]([CH2:31][CH2:32][C:33]([O:35][CH2:36][CH3:37])=[O:34])[C:9]([C:11]2[CH:30]=[CH:29][C:14]3[N:15]([CH3:28])[C:16]([CH2:18][NH:19][C:20]4[CH:25]=[CH:24][C:23]([C:26](=[NH:46])[NH2:27])=[CH:22][CH:21]=4)=[N:17][C:13]=3[CH:12]=2)=[O:10])=[CH:6][CH:7]=1 |f:3.4.5,6.7,8.9|. Reported procedure: Prepared analogously to Example 25d from 1-methyl-2-[N-(4-cyanophenyl)aminomethyl]benzimidazol-5-yl-carboxylic acid-N-(4-fluorophenyl)-N-(2-ethoxycarbonylethyl)amide and ethanolic hydrochloric acid, ethanol, and ammonium carbonate. Yield: 90% of theory, C28H29FN6O3 (516.6); Rf value: 0.29 (silica gel; dichloromethane/methanol=5:1); EKA mass spectrum: (M+H)+=517; (M+H+Na)++=270. Product: CC(C)(C)OC(=O)n1c(-c2ccc(CCCO)c3c2C(=O)NC3)cc2cc(CN3CCCCC3)ccc21. Reaction SMILES: [CH3:38][OH:39].[OH:1][CH2:2][C:3]#[C:4][c:5]1[c:6]2[c:10]([c:11](-[c:14]3[n:15]([C:30](=[O:31])[O:32][C:33]([CH3:34])([CH3:35])[CH3:36])[c:16]4[cH:17][cH:18][c:19]([CH2:23][N:24]5[CH2:25][CH2:26][CH2:27][CH2:28][CH2:29]5)[cH:20][c:21]4[cH:22]3)[cH:12][cH:13]1)[C:9](=[O:37])[NH:8][CH2:7]2>>[OH:1][CH2:2][CH2:3][CH2:4][c:5]1[c:6]2[c:10]([c:11](-[c:14]3[n:15]([C:30](=[O:31])[O:32][C:33]([CH3:34])([CH3:35])[CH3:36])[c:16]4[cH:17][cH:18][c:19]([CH2:23][N:24]5[CH2:25][CH2:26][CH2:27][CH2:28][CH2:29]5)[cH:20][c:21]4[cH:22]3)[cH:12][cH:13]1)[C:9](=[O:37])[NH:8][CH2:7]2. The reactants are CO, CC(C)(C)OC(=O)n1c(-c2ccc(C#CCO)c3c2C(=O)NC3)cc2cc(CN3CCCCC3)ccc21.